Dataset: the Open Reaction Database (ORD), a public repository of structured organic reaction records. Task: describe an organic reaction: reactants, conditions, products, and yield Isolated yield 91.3%. The solvent is O1CCCC1 (tetrahydrofuran). As a reaction SMILES: C([O:3][C:4](=[O:30])[C:5]1[CH:10]=[C:9]([Cl:11])[C:8]([N:12]2[CH2:16][CH2:15][CH:14]([NH:17][C:18]([O:20][C:21]([CH3:24])([CH3:23])[CH3:22])=[O:19])[CH2:13]2)=[C:7]([F:25])[C:6]=1[NH:26][CH:27]1[CH2:29][CH2:28]1)C.[OH-].[Na+].CO>O1CCCC1>[C:21]([O:20][C:18]([NH:17][CH:14]1[CH2:15][CH2:16][N:12]([C:8]2[C:9]([Cl:11])=[CH:10][C:5]([C:4]([OH:30])=[O:3])=[C:6]([NH:26][CH:27]3[CH2:28][CH2:29]3)[C:7]=2[F:25])[CH2:13]1)=[O:19])([CH3:24])([CH3:22])[CH3:23] |f:1.2|. The product is C(C)(C)(C)OC(=O)NC1CN(CC1)C1=C(C(=C(C(=O)O)C=C1Cl)NC1CC1)F (4-[3-(tert-Butoxycarbonylamino)pyrrolidin-1-yl]-5-chloro-2-cyclopropylamino-3-fluorobenzoic acid). Reported procedure: A solution of 4-[3-(tert-butoxycarbonylamino)pyrrolidin-1-yl]-5-chloro-2-cyclopropylamino-3-fluorobenzoic acid ethyl ester (Example 3k, 2.00 g, 4.50 mmol) and aqueous sodium hydroxide (2.0N, 20 mL) in tetrahydrofuran (20 mL), and methanol (20 mL) is refluxed for 1 hour. The solution is partially concentrated in vacuo, acidified to pH 6, and extracted with chloroform. The combined organic extracts are dried over Na2SO4, filtered, and concentrated to give the title compound (1.70 g). 1H NMR (CDCl3... Reactants: C(C)OC(C1=C(C(=C(C(=C1)Cl)N1CC(CC1)NC(=O)OC(C)(C)C)F)NC1CC1)=O (4-[3-(tert-butoxycarbonylamino)pyrrolidin-1-yl]-5-chloro-2-cyclopropylamino-3-fluorobenzoic acid ethyl ester), [OH-].[Na+] (sodium hydroxide), CO (methanol). Starting materials: CN1CCCNCC1, ClC(Cl)Cl, Cc1cc2oc(S)nc2cc1Cl. Product: Cc1cc2oc(N3CCCN(C)CC3)nc2cc1Cl. Reaction SMILES: [CH3:13][N:14]1[CH2:15][CH2:16][NH:17][CH2:18][CH2:19][CH2:20]1.[CH:21]([Cl:22])([Cl:23])[Cl:24].[Cl:1][c:2]1[c:3]([CH3:12])[cH:4][c:5]2[c:6]([n:7][c:8]([SH:10])[o:9]2)[cH:11]1>>[Cl:1][c:2]1[c:3]([CH3:12])[cH:4][c:5]2[c:6]([n:7][c:8]([N:17]3[CH2:16][CH2:15][N:14]([CH3:13])[CH2:20][CH2:19][CH2:18]3)[o:9]2)[cH:11]1. As a reaction SMILES: C([NH:5][C:6]1[C:11]([C:12]2[N:16]([C:17]3[CH:22]=[CH:21][C:20]([O:23][CH3:24])=[C:19]([F:25])[C:18]=3[F:26])[N:15]=[N:14][N:13]=2)=[CH:10][CH:9]=[CH:8][N:7]=1)(C)(C)C.[OH-].[Na+]>CO.Cl>[F:26][C:18]1[C:19]([F:25])=[C:20]([O:23][CH3:24])[CH:21]=[CH:22][C:17]=1[N:16]1[C:12]([C:11]2[C:6]([NH2:5])=[N:7][CH:8]=[CH:9][CH:10]=2)=[N:13][N:14]=[N:15]1 |f:1.2|. Yields the product FC1=C(C=CC(=C1F)OC)N1N=NN=C1C=1C(=NC=CC1)N (3-(1-(2,3-difluoro-4-methoxyphenyl)-1H-tetrazol-5-yl)pyridin-2-amine). The solvent is Cl (HCl), CO (methanol). Run at temperature 0 celsius. Reported procedure: As shown in step 1-iv of Scheme 1, Compound 1004 (5.0 g, 13.9 mmol) was taken up in 15 mL of methanol and 30 mL of 6M HCl. After refluxing for 10 hrs, the mixture was cooled to 0° C. and the pH adjusted to 8 with 6M sodium hydroxide. The resulting white precipitate was collected by vacuum filtration, washed well with water, and dried at 55° C. under vacuum for 16 hours to afford 3-(1-(2,3-difluoro-4-methoxyphenyl)-1H-tetrazol-5-yl)pyridin-2-amine (4.2 g): ESMS (M+1)=305. Isolated yield 99.3%. The reactants are C(C)(C)(C)NC1=NC=CC=C1C1=NN=NN1C1=C(C(=C(C=C1)OC)F)F (N-tert-butyl-3-(1-(2,3-difluoro-4-methoxyphenyl)-1H-tetrazol-5-yl)pyridin-2-amine), [OH-].[Na+] (sodium hydroxide). Reactants: CCn1ncc(C)c1-c1coc(C(=O)O)c1, CCN(C(C)C)C(C)C, ClCCl, NC(Cc1cccc(F)c1)CN1C(=O)c2ccccc2C1=O. Yields the product CCn1ncc(C)c1-c1coc(C(=O)NC(Cc2cccc(F)c2)CN2C(=O)c3ccccc3C2=O)c1. As a reaction SMILES: [CH2:1]([CH3:2])[n:3]1[n:4][cH:5][c:6]([CH3:16])[c:7]1-[c:8]1[cH:9][c:10]([C:13](=[O:14])[OH:15])[o:11][cH:12]1.[CH:17]([N:18]([CH2:19][CH3:20])[CH:21]([CH3:22])[CH3:23])([CH3:24])[CH3:25].[Cl:48][CH2:49][Cl:50].[NH2:26][CH:27]([CH2:28][N:29]1[C:30](=[O:39])[c:31]2[cH:32][cH:33][cH:34][cH:35][c:36]2[C:37]1=[O:38])[CH2:40][c:41]1[cH:42][c:43]([F:47])[cH:44][cH:45][cH:46]1>>[CH2:1]([CH3:2])[n:3]1[n:4][cH:5][c:6]([CH3:16])[c:7]1-[c:8]1[cH:9][c:10]([C:13](=[O:15])[NH:26][CH:27]([CH2:28][N:29]2[C:30](=[O:39])[c:31]3[cH:32][cH:33][cH:34][cH:35][c:36]3[C:37]2=[O:38])[CH2:40][c:41]2[cH:42][c:43]([F:47])[cH:44][cH:45][cH:46]2)[o:11][cH:12]1. The reactants are CS(C)=O, C1CCC2=NCCCN2CC1, Nc1nc(Cl)ccc1C(=O)NCc1ccc(OCc2ccccc2)cc1, NCC(=O)O. Yields the product Nc1nc(NCC(=O)O)ccc1C(=O)NCc1ccc(OCc2ccccc2)cc1. RXN SMILES: [CH3:43][S:44]([CH3:45])=[O:46].[N:6]12[CH2:7][CH2:8][CH2:9][N:10]=[C:11]1[CH2:12][CH2:13][CH2:14][CH2:15][CH2:16]2.[NH2:17][c:18]1[c:19]([C:20](=[O:21])[NH:22][CH2:23][c:24]2[cH:25][cH:26][c:27]([O:30][CH2:31][c:32]3[cH:33][cH:34][cH:35][cH:36][cH:37]3)[cH:28][cH:29]2)[cH:38][cH:39][c:40]([Cl:42])[n:41]1.[NH2:1][CH2:2][C:3]([OH:4])=[O:5]>>[NH:1]([CH2:2][C:3]([OH:4])=[O:5])[c:40]1[cH:39][cH:38][c:19]([C:20](=[O:21])[NH:22][CH2:23][c:24]2[cH:25][cH:26][c:27]([O:30][CH2:31][c:32]3[cH:33][cH:34][cH:35][cH:36][cH:37]3)[cH:28][cH:29]2)[c:18]([NH2:17])[n:41]1.